Dataset: the Open Reaction Database (ORD), a public repository of structured organic reaction records. Task: describe an organic reaction: reactants, conditions, products, and yield Starting materials: FC=1C(=C2C=3N(C(CO2)C)C=C(C(C3C1)=O)C(=O)O)F (9,10-difluoro-2,3-dihydro-3-methyl-7-oxo-7H-pyrido[1,2,3-de][1,4]-benzoxazine-6-carboxylic acid), BrC=1C=C2CNCC2=CC1 (5-bromoisoindoline), C1CCC2=NCCCN2CC1 (DBU). The yield is 27.2%. RXN SMILES: [F:1][C:2]1[C:3](F)=[C:4]2[O:9][CH2:8][CH:7]([CH3:10])[N:6]3[CH:11]=[C:12]([C:17]([OH:19])=[O:18])[C:13](=[O:16])[C:14]([CH:15]=1)=[C:5]23.[Br:21][C:22]1[CH:23]=[C:24]2[C:28](=[CH:29][CH:30]=1)[CH2:27][NH:26][CH2:25]2.C1CCN2C(=NCCC2)CC1>CN(C=O)C>[Br:21][C:22]1[CH:23]=[C:24]2[C:28](=[CH:29][CH:30]=1)[CH2:27][N:26]([C:3]1[C:2]([F:1])=[CH:15][C:14]3[C:13](=[O:16])[C:12]([C:17]([OH:19])=[O:18])=[CH:11][N:6]4[CH:7]([CH3:10])[CH2:8][O:9][C:4]=1[C:5]=34)[CH2:25]2. Run in CN(C)C=O (DMF). Procedure details: 142 mg of 9,10-difluoro-2,3-dihydro-3-methyl-7-oxo-7H-pyrido[1,2,3-de][1,4]-benzoxazine-6-carboxylic acid, 150 mg of 5-bromoisoindoline, 114 mg of DBU, and 1.5 ml of anhydrous DMF were processed in the same manner as in Example 20 to produce 63 mg of the target compound. Product: BrC=1C=C2CN(CC2=CC1)C=1C(=CC2=C3N(C(COC31)C)C=C(C2=O)C(=O)O)F (10-(5-bromo-2-isoindolinyl)-9-fluoro-2,3-dihydro-3-methyl-7-oxo-7H-pyrido[1,2,3-de][1,4]-benzoxazine-6-carboxylic acid).